From a dataset of the Open Reaction Database (ORD), a public repository of structured organic reaction records. describe an organic reaction: reactants, conditions, products, and yield Reactants: ClC1=CC2=C(SC=C2CN2C(N(CC2)C=2SC(=C(N2)C)C(=O)O)=O)C=C1 (2-(3-((5-chlorobenzo[b]thiophen-3-yl)methyl)-2-oxoimidazolidin-1-yl)-4-methylthiazole-5-carboxylic acid), CC=1N=C(SC1C(=O)O)N1C(N(CC1)CC=1C(=NOC1C1=CC=CC=C1)C)=O (4-methyl-2-(3-((3-methyl-5-phenylisoxazol-4-yl)methyl)-2-oxoimidazolidin-1-yl)thiazole-5-carboxylic acid), NCC=1C=NC=CC1 (3-(aminomethyl)pyridine). The product is CC=1N=C(SC1C(=O)NCC=1C=NC=CC1)N1C(N(CC1)CC=1C(=NOC1C1=CC=CC=C1)C)=O (4-methyl-2-(3-((3-methyl-5-phenylisoxazol-4-yl)methyl)-2-oxoimidazolidin-1-yl)-N-(pyridin-3-ylmethyl)thiazole-5-carboxamide). The yield is 50.0%. Reaction SMILES: ClC1C=CC2SC=C(CN3CCN(C4SC(C(O)=O)=C(C)N=4)C3=O)C=2C=1.[CH3:27][C:28]1[N:29]=[C:30]([N:36]2[CH2:40][CH2:39][N:38]([CH2:41][C:42]3[C:43]([CH3:53])=[N:44][O:45][C:46]=3[C:47]3[CH:52]=[CH:51][CH:50]=[CH:49][CH:48]=3)[C:37]2=[O:54])[S:31][C:32]=1[C:33](O)=[O:34].[NH2:55][CH2:56][C:57]1[CH:58]=[N:59][CH:60]=[CH:61][CH:62]=1>>[CH3:27][C:28]1[N:29]=[C:30]([N:36]2[CH2:40][CH2:39][N:38]([CH2:41][C:42]3[C:43]([CH3:53])=[N:44][O:45][C:46]=3[C:47]3[CH:52]=[CH:51][CH:50]=[CH:49][CH:48]=3)[C:37]2=[O:54])[S:31][C:32]=1[C:33]([NH:55][CH2:56][C:57]1[CH:58]=[N:59][CH:60]=[CH:61][CH:62]=1)=[O:34]. Procedure: Following the procedure as described in Example 32, making variations as required to replace 2-(3-((5-chlorobenzo[b]thiophen-3-yl)methyl)-2-oxoimidazolidin-1-yl)-4-methylthiazole-5-carboxylic acid with 4-methyl-2-(3-((3-methyl-5-phenylisoxazol-4-yl)methyl)-2-oxoimidazolidin-1-yl)thiazole-5-carboxylic acid to react with 3-(aminomethyl)pyridine, the title compound was obtained as a colorless solid in 50% yield: mp 109-111° C. (dichloromethane/hexanes); 1H NMR (300 MHz, CDCl3) δ 8.59 (s, 1H), 8.53-...